Dataset: the Open Reaction Database (ORD), a public repository of structured organic reaction records. Task: describe an organic reaction: reactants, conditions, products, and yield Reactants: ClC1=C(C(=CC=C1)Cl)N1N=NC(=C1COC1=CC=C(C=C1)C1=CC=C(C=C1)C#N)C(C)C (4′-[3-(2,6-dichloro-phenyl)-5-isopropyl-3H-[1,2,3]triazol-4-ylmethoxy]-biphenyl-4-carbonitrile), C([O-])([O-])=O.[K+].[K+] (potassium carbonate), OO (hydrogen peroxide). The solvent is CS(=O)C (dimethyl sulfoxide), O (water). Reaction conditions: time 30 minute. The product is ClC1=C(C(=CC=C1)Cl)N1N=NC(=C1COC1=CC=C(C=C1)C1=CC=C(C=C1)C(=O)N)C(C)C (4′-[3-(2,6-Dichloro-phenyl)-5-isopropyl-3H-[1,2,3]triazol-4-ylmethoxy]-biphenyl-4-carboxylic acid amide). Isolated yield 64171.7%. As a reaction SMILES: [Cl:1][C:2]1[CH:7]=[CH:6][CH:5]=[C:4]([Cl:8])[C:3]=1[N:9]1[C:13]([CH2:14][O:15][C:16]2[CH:21]=[CH:20][C:19]([C:22]3[CH:27]=[CH:26][C:25]([C:28]#[N:29])=[CH:24][CH:23]=3)=[CH:18][CH:17]=2)=[C:12]([CH:30]([CH3:32])[CH3:31])[N:11]=[N:10]1.C(=O)([O-])[O-:34].[K+].[K+].OO>CS(C)=O.O>[Cl:1][C:2]1[CH:7]=[CH:6][CH:5]=[C:4]([Cl:8])[C:3]=1[N:9]1[C:13]([CH2:14][O:15][C:16]2[CH:21]=[CH:20][C:19]([C:22]3[CH:27]=[CH:26][C:25]([C:28]([NH2:29])=[O:34])=[CH:24][CH:23]=3)=[CH:18][CH:17]=2)=[C:12]([CH:30]([CH3:32])[CH3:31])[N:11]=[N:10]1 |f:1.2.3|. Procedure: To a solution of 4′-[3-(2,6-dichloro-phenyl)-5-isopropyl-3H-[1,2,3]triazol-4-ylmethoxy]-biphenyl-4-carbonitrile (0.150 mg) in dimethyl sulfoxide (1.2 mL) is added potassium carbonate (0.03 g) and 50% aqueous hydrogen peroxide (0.2 mL). The reaction mixture is allowed to stir at room temperature for 30 minutes. The reaction mixture is diluted with water (55 mL), cooled to 0° C., and filtered. The resulting solids are washed with cold (−78° C.) hexanes. The white solids are allowed to dry under re... The reactants are O=C(O)c1ccc(Br)s1, C1CNC1. Yields the product O=C(c1ccc(Br)s1)N1CCC1. Reaction SMILES: [Br:1][c:2]1[cH:3][cH:4][c:5]([C:7](=[O:8])[OH:9])[s:6]1.[CH2:10]1[CH2:11][NH:12][CH2:13]1>>[Br:1][c:2]1[cH:3][cH:4][c:5]([C:7](=[O:9])[N:12]2[CH2:11][CH2:10][CH2:13]2)[s:6]1. Conditions: temperature 70 celsius, time 6 hour. Run in CS(=O)C (dimethyl sulfoxide). Starting materials: CN1CCNCC1 (N-methylpiperazine), C1(CC1)N1C=C(C(C2=CC(=C(C(=C12)OC)F)F)=O)C(=O)O (1-cyclopropyl-6,7-difluoro-8-methoxy-1,4-dihydro-4-oxoquinoline-3-carboxylic acid). Isolated yield 26.6%. Procedure details: 0.12 g (0.0012 mole) of N-methylpiperazine was added to a solution of 0.09 g (0.0003 mole) of 1-cyclopropyl-6,7-difluoro-8-methoxy-1,4-dihydro-4-oxoquinoline-3-carboxylic acid (IIc) (prepared as described in Preparation 6) in 0.5 ml of dimethyl sulfoxide, and the mixture was stirred at 70° C. for 6 hours. At the end of this time, the solvent and the excess N-methylpiperazine were removed by evaporation under reduced pressure at the same temperature, and the residue was washed with ethyl acetate ... The product is C1(CC1)N1C=C(C(C2=CC(=C(C(=C12)OC)N1CCN(CC1)C)F)=O)C(=O)O (1-cyclopropyl-6-fluoro-8-methoxy-7-(4-methyl-1-piperazinyl)-1,4-dihydro-4-oxoquinoline-3-carboxylic acid). As a reaction SMILES: [CH3:1][N:2]1[CH2:7][CH2:6][NH:5][CH2:4][CH2:3]1.[CH:8]1([N:11]2[C:20]3[C:15](=[CH:16][C:17]([F:24])=[C:18](F)[C:19]=3[O:21][CH3:22])[C:14](=[O:25])[C:13]([C:26]([OH:28])=[O:27])=[CH:12]2)[CH2:10][CH2:9]1>CS(C)=O>[CH:8]1([N:11]2[C:20]3[C:15](=[CH:16][C:17]([F:24])=[C:18]([N:5]4[CH2:6][CH2:7][N:2]([CH3:1])[CH2:3][CH2:4]4)[C:19]=3[O:21][CH3:22])[C:14](=[O:25])[C:13]([C:26]([OH:28])=[O:27])=[CH:12]2)[CH2:10][CH2:9]1. Starting materials: N[C@H]1[C@H]2SCC(=C(N2C1=O)C(=O)O)CSC1=NC(=NC=C1C1=CC(=C(C=C1)O)O)C1=CC=CC=C1 ((6R,7R)-7-Amino-3-[[[5-(3,4-dihydroxyphenyl)-2-phenyl-4-pyrimidinyl]thio]methyl]-8-oxo-5-thia-1-azabicyclo[4.2.0]oct-2-ene-2-carboxylic acid), [OH-].[K+] (potassium hydroxide), C(C)#N (acetonitrile). Run in O (water). Product: NC=1SC=C(N1)C(C(=O)N[C@H]1[C@H]2SCC(=C(N2C1=O)C(=O)O)CSC1=NC(=NC=C1C1=CC(=C(C=C1)O)O)C1=CC=CC=C1)=O ((6R,7R)-7-(2-amino-4-thiazoleglyoxylamido)-3-[[(5-(3,4-dihydroxy-phenyl)-2-phenyl-4-pyrimidinyl]thio]methyl]-8-oxo-5-thia-1-azabicyclo[4.2.0]oct-2-ene-2-carboxylic acid). RXN SMILES: [NH2:1][C@@H:2]1[C:9](=[O:10])[N:8]2[C@@H:3]1[S:4][CH2:5][C:6]([CH2:14][S:15][C:16]1[C:21]([C:22]3[CH:27]=[CH:26][C:25]([OH:28])=[C:24]([OH:29])[CH:23]=3)=[CH:20][N:19]=[C:18]([C:30]3[CH:35]=[CH:34][CH:33]=[CH:32][CH:31]=3)[N:17]=1)=[C:7]2[C:11]([OH:13])=[O:12].[OH-:36].[K+].[C:38](#[N:40])[CH3:39]>O>[NH2:8][C:3]1[S:4][CH:39]=[C:38]([C:9](=[O:10])[C:2]([NH:1][C@@H:2]2[C:9](=[O:10])[N:8]3[C@@H:3]2[S:4][CH2:5][C:6]([CH2:14][S:15][C:16]2[C:21]([C:22]4[CH:27]=[CH:26][C:25]([OH:28])=[C:24]([OH:29])[CH:23]=4)=[CH:20][N:19]=[C:18]([C:30]4[CH:35]=[CH:34][CH:33]=[CH:32][CH:31]=4)[N:17]=2)=[C:7]3[C:11]([OH:13])=[O:12])=[O:36])[N:40]=1 |f:1.2|. Procedure: (6R,7R)-7-Amino-3-[[[5-(3,4-dihydroxyphenyl)-2-phenyl-4-pyrimidinyl]thio]methyl]-8-oxo-5-thia-1-azabicyclo[4.2.0]oct-2-ene-2-carboxylic acid (1.02 g) (2 mmol) are suspended in 25 ml of water and 25 ml of acetonitrile. While stirring there are added dropwise thereto at 0° C. 27 ml of 0.1N aqueous potassium hydroxide and the solution is treated portionwise with 1.0 g (3 mmol) of 2-amino-4-thiazolethioglyoxylic acid S-(2-benzothiazolyl) ester. The mixture is stirred at 0° C. for 1 hour and at 15°-2... The reactants are C(C=C)[NH-] (allyl amide), C1(CCCCO1)=O (δ-valerolactone), BrCCCCCCCCC=C (10-bromo-1-decene), C1(CCO1)=O (β-propiolactone). Yields the product C(CCCCCCCC=C)C1C(OCCC1)=O (tetrahydro-3-(9-decenyl)-2H-pyrane-2-one). Isolated yield 60.0%. RXN SMILES: [C:1]1(=[O:7])[O:6][CH2:5][CH2:4][CH2:3][CH2:2]1.Br[CH2:9][CH2:10][CH2:11][CH2:12][CH2:13][CH2:14][CH2:15][CH2:16][CH:17]=[CH2:18].C1(=O)OCC1.C([NH-])C=C>>[CH2:18]([CH:2]1[CH2:3][CH2:4][CH2:5][O:6][C:1]1=[O:7])[CH2:17][CH2:16][CH2:15][CH2:14][CH2:13][CH2:12][CH2:11][CH:10]=[CH2:9]. Procedure details: 14.30 g of tetrahydro-3-(9-decenyl)-2H-pyrane-2-one of interest was prepared in the same manner as in Example 1 except that 10.01 g (100.0 mmol) of δ-valerolactone and 26.30 g (110.0 mmol) of 10-bromo-1-decene were used instead of β-propiolactone and allyl amide described in Preparation Example 1.